This data is from the Open Reaction Database (ORD), a public repository of structured organic reaction records. The task is: describe an organic reaction: reactants, conditions, products, and yield Solvent: O (water). Product: C[Si](CCCCCCCCCCCCCCNC1=CC=C(C(=O)CCC(=O)O)C=C1)(C)C (3-[4-[14-(trimethylsilyl)tetradecylamino]benzoyl]propionic acid). Reported procedure: A solution of 5.4 g. of methyl 3-[4-[14-(trimethylsilyl)tetradecylamino]benzoyl]propionate is stirred with 5.4 g. of potassium hydroxide in 100 ml. of 95% ethanol for 3 hours at reflux. The reaction mixture is cooled, diluted with 50 ml. of ethanol and 100 ml. of water, and neutralized with hydrochloric acid. The solution is cooled to room temperature and filtered. The white solid is washed with 50% aqueous ethanol and dried. The product is recrystallized to yield 3-[4-[14-(trimethylsilyl)tetrad... Reaction SMILES: [CH3:1][Si:2]([CH3:33])([CH3:32])[CH2:3][CH2:4][CH2:5][CH2:6][CH2:7][CH2:8][CH2:9][CH2:10][CH2:11][CH2:12][CH2:13][CH2:14][CH2:15][CH2:16][NH:17][C:18]1[CH:31]=[CH:30][C:21]([C:22]([CH2:24][CH2:25][C:26]([O:28]C)=[O:27])=[O:23])=[CH:20][CH:19]=1.[OH-].[K+].C(O)C.Cl>O>[CH3:33][Si:2]([CH3:1])([CH3:32])[CH2:3][CH2:4][CH2:5][CH2:6][CH2:7][CH2:8][CH2:9][CH2:10][CH2:11][CH2:12][CH2:13][CH2:14][CH2:15][CH2:16][NH:17][C:18]1[CH:19]=[CH:20][C:21]([C:22]([CH2:24][CH2:25][C:26]([OH:28])=[O:27])=[O:23])=[CH:30][CH:31]=1 |f:1.2|. Reactants: C[Si](CCCCCCCCCCCCCCNC1=CC=C(C(=O)CCC(=O)OC)C=C1)(C)C (methyl 3-[4-[14-(trimethylsilyl)tetradecylamino]benzoyl]propionate), C(C)O (ethanol), Cl (hydrochloric acid), [OH-].[K+] (potassium hydroxide), C(C)O (ethanol). The reactants are C(C1=CC=CC=C1)C#N (Benzyl cyanide), [Li]CCCC (nBuLi), C(=O)(OC(C)(C)C)N1CCC(CC1)=O (1-BOC-4-piperidone). Run in C1CCOC1 (THF), C1CCOC1 (THF). Run at time 30 minute. Product: C(#N)C(C1(CCN(CC1)C(=O)OC(C)(C)C)O)C1=CC=CC=C1 (tert-butyl 4-[cyano(phenyl)methyl]-4-hydroxypiperidine-1-carboxylate). As a reaction SMILES: [CH2:1]([C:8]#[N:9])[C:2]1[CH:7]=[CH:6][CH:5]=[CH:4][CH:3]=1.[Li]CCCC.[C:15]([N:22]1[CH2:27][CH2:26][C:25](=[O:28])[CH2:24][CH2:23]1)([O:17][C:18]([CH3:21])([CH3:20])[CH3:19])=[O:16]>C1COCC1>[C:8]([CH:1]([C:2]1[CH:7]=[CH:6][CH:5]=[CH:4][CH:3]=1)[C:25]1([OH:28])[CH2:24][CH2:23][N:22]([C:15]([O:17][C:18]([CH3:20])([CH3:19])[CH3:21])=[O:16])[CH2:27][CH2:26]1)#[N:9]. Reported procedure: Benzyl cyanide (2.96 ml, 25.6 mmol) in THF (125 ml) was cooled to −78° C. nBuLi (16.17 ml, 25.9 mmol) was added dropwise over 20 min via syringe pump, and the reaction stirred for 30 min. 1-BOC-4-piperidone (5.10 g, 25.6 mmol) in THF (20 ml) was added over 20 min via syringe pump and the reaction stirred for 2.5 hours. While still cold, the reaction was quenched with satd. NH4Cl and allowed to warm overnight. The mixture was partitioned between CH2Cl2 and satd. NH4Cl, the aqueous portion extract... The reactants are CCN, CCNc1cccc(F)c1[N+](=O)[O-], CCNc1cccc(NCC)c1[N+](=O)[O-], CN(C)C=O, CO, Nc1c(F)cccc1F, C1CCOC1. Product: CCNc1cccc(F)c1N. As a reaction SMILES: [CH2:10]([NH2:11])[CH3:12].[CH2:13]([CH3:14])[NH:15][c:16]1[c:17]([N+:23]([O-:24])=[O:25])[c:18]([F:22])[cH:19][cH:20][cH:21]1.[CH2:26]([NH:27][c:28]1[cH:29][cH:30][cH:31][c:32]([NH:33][CH2:34][CH3:35])[c:36]1[N+:37]([O-:38])=[O:39])[CH3:40].[CH3:41][N:42]([CH3:43])[CH:44]=[O:45].[CH3:51][OH:52].[F:1][c:2]1[cH:3][cH:4][cH:5][c:6]([F:7])[c:8]1[NH2:9].[O:46]1[CH2:47][CH2:48][CH2:49][CH2:50]1>>[CH2:13]([CH3:14])[NH:15][c:16]1[c:17]([NH2:23])[c:18]([F:22])[cH:19][cH:20][cH:21]1. The reactants are C1(=CC=CC=C1)CCC1=CC=2C(=NC=CC2)N1 (2-(2-phenylethyl)-1H-pyrrolo[2,3-b]pyridine), ClC1=CC(=CC=C1)C(=O)OO (m-chloroperbenzoic acid). The solvent is C(C)#N (acetonitrile). Reaction conditions: time 20 hour. Yields the product C1(=CC=CC=C1)CCC1=CC=2C(=[N+](C=CC2)[O-])N1 (2-(2-phenylethyl)-1H-pyrrolo[2,3-b]pyridine 7-oxide). Yield: 55.4%. Reaction SMILES: [C:1]1([CH2:7][CH2:8][C:9]2[NH:17][C:12]3=[N:13][CH:14]=[CH:15][CH:16]=[C:11]3[CH:10]=2)[CH:6]=[CH:5][CH:4]=[CH:3][CH:2]=1.ClC1C=CC=C(C(OO)=[O:26])C=1>C(#N)C>[C:1]1([CH2:7][CH2:8][C:9]2[NH:17][C:12]3=[N+:13]([O-:26])[CH:14]=[CH:15][CH:16]=[C:11]3[CH:10]=2)[CH:2]=[CH:3][CH:4]=[CH:5][CH:6]=1. Procedure: To a solution of 2-(2-phenylethyl)-1H-pyrrolo[2,3-b]pyridine (1.97 g, 8.86 mmol) in acetonitrile (100 mL) was added m-chloroperbenzoic acid (2.82 g, 10.63 mmol) under ice-cooling, and the resulting mixture was stirred at room temperature for 20 hrs. The reaction mixture was concentrated under reduced pressure, and the residue was purified by basic silica gel column chromatography (hexane/ethyl acetate=9/1-0/1) to give the title compound (1.17 g, yield 55%) as a yellow amorphous form. Procedure: 1.0 g (0.0029 mol) of 4-chloro-3-(2-methyl-6-trifluoromethylpyridine-3-carbonyl)-bicyclo[3.2.1]oct-3-en-2-one are dissolved in 10 ml of tetrahydrofuran and, at 25° C., treated with 2.0 ml of aqueous ammonia (30%). After 0.5 hours at 25° C., the reaction mixture is added to ethyl acetate and water, the organic phase is washed twice with water, dried with sodium sulfate and evaporated and the residue is triturated with a little ethyl acetate. Filtration gives 0.81 g (86% of theory) of 4-amino-3-(2... The product is NC1=C(C(C2CCC1C2)=O)C(=O)C=2C(=NC(=CC2)C(F)(F)F)C (4-amino-3-(2-methyl-6-trifluoromethylpyridine-3-carbonyl)bicyclo[3.2.1]oct-3en-2-one). The yield is 86.0%. Starting materials: ClC1=C(C(C2CCC1C2)=O)C(=O)C=2C(=NC(=CC2)C(F)(F)F)C (4-chloro-3-(2-methyl-6-trifluoromethylpyridine-3-carbonyl)-bicyclo[3.2.1]oct-3-en-2-one), C(C)(=O)OCC (ethyl acetate), O (water), N (ammonia). Conditions: time 0.5 hour. Reaction SMILES: Cl[C:2]1[CH:8]2[CH2:9][CH:5]([CH2:6][CH2:7]2)[C:4](=[O:10])[C:3]=1[C:11]([C:13]1[C:14]([CH3:23])=[N:15][C:16]([C:19]([F:22])([F:21])[F:20])=[CH:17][CH:18]=1)=[O:12].[NH3:24].C(OCC)(=O)C.O>O1CCCC1>[NH2:24][C:2]1[CH:8]2[CH2:9][CH:5]([CH2:6][CH2:7]2)[C:4](=[O:10])[C:3]=1[C:11]([C:13]1[C:14]([CH3:23])=[N:15][C:16]([C:19]([F:22])([F:21])[F:20])=[CH:17][CH:18]=1)=[O:12]. Run in O1CCCC1 (tetrahydrofuran). Reactants: OCCN1C(=NC2=C1C=CC=C2)NC2CCN(CC2)C(=O)OCC ((1-(2-hydroxyethyl)-1H-benzimidazol-2-yl)(1-(ethoxycarbonyl)piperidin-4-yl)amine), [OH-].[Na+] (sodium hydroxide). Run in O (water), O (water), C(C)(C)O (isopropanol). Reaction conditions: time 36 hour. The product is OCCN1C(=NC2=C1C=CC=C2)NC2CCNCC2 ((1-(2-hydroxyethyl)-1H-benzimidazol-2-yl)(piperidin-4-yl)amine). As a reaction SMILES: [OH:1][CH2:2][CH2:3][N:4]1[C:8]2[CH:9]=[CH:10][CH:11]=[CH:12][C:7]=2[N:6]=[C:5]1[NH:13][CH:14]1[CH2:19][CH2:18][N:17](C(OCC)=O)[CH2:16][CH2:15]1.[OH-].[Na+]>C(O)(C)C.O>[OH:1][CH2:2][CH2:3][N:4]1[C:8]2[CH:9]=[CH:10][CH:11]=[CH:12][C:7]=2[N:6]=[C:5]1[NH:13][CH:14]1[CH2:19][CH2:18][NH:17][CH2:16][CH2:15]1 |f:1.2|. Procedure details: Combine (1-(2-hydroxyethyl)-1H-benzimidazol-2-yl)(1-(ethoxycarbonyl)piperidin-4-yl)amine (5.0 mmol) and sodium hydroxide (2.0 g) in isopropanol (20 mL) and water (0.1 mL). Heat to reflux. After 36 hours, cool and evaporate the reaction mixture in vacuo to give a residue. Combine the residue and water. Extract the diluted residue three times with ethyl acetate. Combine the organic layers and extract with brine, dry over Na2SO4, filter, and evaporate in vacuo to give the title compound. Starting materials: Clc1nc(Nc2cc[nH]n2)cc2ccccc12, Cc1cccc(B(O)O)c1. Reaction SMILES: [Cl:1][c:2]1[n:3][c:4]([NH:12][c:13]2[n:14][nH:15][cH:16][cH:17]2)[cH:5][c:6]2[cH:7][cH:8][cH:9][cH:10][c:11]12.[c:18]1([CH3:27])[cH:19][c:20]([B:24]([OH:25])[OH:26])[cH:21][cH:22][cH:23]1>>[c:2]1(-[c:20]2[cH:19][c:18]([CH3:27])[cH:23][cH:22][cH:21]2)[n:3][c:4]([NH:12][c:13]2[n:14][nH:15][cH:16][cH:17]2)[cH:5][c:6]2[cH:7][cH:8][cH:9][cH:10][c:11]12. Yields the product Cc1cccc(-c2nc(Nc3cc[nH]n3)cc3ccccc23)c1. Reactants: Cl (HCl), C(C)OC(=O)C=1C=NN(C1)C1=NC2=C(N1)C=C(C(=C2)OC2=CC=CC=C2)Cl (1-(6-Chloro-5-phenoxy-1H-benzoimidazol-2-yl)-1H-pyrazole-4-carboxylic acid ethyl ester), O (water). The solvent is C(C)(=O)O (acetic acid). Yields the product ClC=1C(=CC2=C(NC(=N2)N2N=CC(=C2)C(=O)O)C1)OC1=CC=CC=C1 (1-(6-Chloro-5-phenoxy-1H-benzoimidazol-2-yl)-1H-pyrazole-4-carboxylic acid). Yield: 34.4%. Reaction SMILES: C([O:3][C:4]([C:6]1[CH:7]=[N:8][N:9]([C:11]2[NH:15][C:14]3[CH:16]=[C:17]([Cl:27])[C:18]([O:20][C:21]4[CH:26]=[CH:25][CH:24]=[CH:23][CH:22]=4)=[CH:19][C:13]=3[N:12]=2)[CH:10]=1)=[O:5])C.Cl.O>C(O)(=O)C>[Cl:27][C:17]1[C:18]([O:20][C:21]2[CH:22]=[CH:23][CH:24]=[CH:25][CH:26]=2)=[CH:19][C:13]2[N:12]=[C:11]([N:9]3[CH:10]=[C:6]([C:4]([OH:5])=[O:3])[CH:7]=[N:8]3)[NH:15][C:14]=2[CH:16]=1. Reported procedure: 1-(6-Chloro-5-phenoxy-1H-benzoimidazol-2-yl)-1H-pyrazole-4-carboxylic acid ethyl ester (0.361 g) was dissolved in glacial acetic acid (9 mL) and 6N HCl (9 mL) and heated in a sealed tube at 100° C. for 6 h. After cooling in ice, water (5 mL) was added and the solids were collected via filtration, washed with water, and dried under vacuum (60° C., 10 mmHg). The resulting tan powder was recrystallized from MeOH:water (10 mL, 10:1), collected via filtration and dried under reduced pressure to affor... Starting materials: COC(=O)C1=CC=C(C=2N(C3=CC=C(C=C3C12)[N+](=O)[O-])C)OC (Methyl-1-methoxy-9-methyl-6-nitro-9H-4-carbazolecarboxylate), [OH-].[Na+] (NaOH). The solvent is CO (methanol). Product: COC1=CC=C(C=2C3=CC(=CC=C3N(C12)C)[N+](=O)[O-])C(=O)O (1-methoxy-9-methyl-6-nitro-9H-4-carbazolecarboxylic acid). RXN SMILES: C[O:2][C:3]([C:5]1[C:17]2[C:16]3[C:11](=[CH:12][CH:13]=[C:14]([N+:18]([O-:20])=[O:19])[CH:15]=3)[N:10]([CH3:21])[C:9]=2[C:8]([O:22][CH3:23])=[CH:7][CH:6]=1)=[O:4].[OH-].[Na+]>CO>[CH3:23][O:22][C:8]1[C:9]2[N:10]([CH3:21])[C:11]3[C:16](=[CH:15][C:14]([N+:18]([O-:20])=[O:19])=[CH:13][CH:12]=3)[C:17]=2[C:5]([C:3]([OH:4])=[O:2])=[CH:6][CH:7]=1 |f:1.2|. Procedure: Methyl-1-methoxy-9-methyl-6-nitro-9H-4-carbazolecarboxylate (500 mg) was suspended in methanol (15 ml) and added with 1 M NaOH (10 ml). The reaction mixture was refluxed for 18 hrs. Methanol was evaporated and the compound was diluted with water followed by addition of HCl. The precipitate was filtered to get a brown solid. The reactants are BrC=1C=NC(=NC1)N1C[C@H](OCC1)CN1N=NC=2C1=NC(=CN2)C=2C=NN(C2)C ((S)-4-(5-bromopyrimidin-2-yl)-2-((6-(1-methyl-1H-pyrazol-4-yl)-1H-[1,2,3]triazolo[4,5-b]pyrazin-1-yl)methyl)morpholine), CC1(OB(OC1(C)C)C1=CC=C(CN2CCN(CC2)C(C)=O)C=C1)C (1-(4-(4-(4,4,5,5-tetramethyl-1,3,2-dioxaborolane-2-yl)benzyl)piperazin-1-yl)ethanone), C(=O)([O-])[O-].[K+].[K+] (K2CO3). Reagents/catalysts: C1=CC=C(C=C1)P([C-]2C=CC=C2)C3=CC=CC=C3.C1=CC=C(C=C1)P([C-]2C=CC=C2)C3=CC=CC=C3.Cl[Pd]Cl.[Fe+2] (Pd(dppf)2Cl2). Run in O1CCOCC1 (dioxane), O (H2O). Run at temperature 80 celsius, time 2 hour. The product is CN1N=CC(=C1)C1=CN=C2C(=N1)N(N=N2)C[C@H]2OCCN(C2)C2=NC=C(C=N2)C2=CC=C(CN1CCN(CC1)C(C)=O)C=C2 ((S)-1-(4-(4-(2-(2-((6-(1-methyl-1H-pyrazol-4-yl)-1H-[1,2,3]triazolo[4,5-b]pyrazine-1-yl)methyl)morpholino)pyrimidin-5-yl)benzyl)piperazin-1-yl)ethanone). Isolated yield 88.7%. RXN SMILES: Br[C:2]1[CH:3]=[N:4][C:5]([N:8]2[CH2:13][CH2:12][O:11][C@H:10]([CH2:14][N:15]3[C:19]4=[N:20][C:21]([C:24]5[CH:25]=[N:26][N:27]([CH3:29])[CH:28]=5)=[CH:22][N:23]=[C:18]4[N:17]=[N:16]3)[CH2:9]2)=[N:6][CH:7]=1.CC1(C)C(C)(C)OB([C:38]2[CH:53]=[CH:52][C:41]([CH2:42][N:43]3[CH2:48][CH2:47][N:46]([C:49](=[O:51])[CH3:50])[CH2:45][CH2:44]3)=[CH:40][CH:39]=2)O1.C([O-])([O-])=O.[K+].[K+]>O1CCOCC1.O.C1C=CC(P(C2C=CC=CC=2)[C-]2C=CC=C2)=CC=1.C1C=CC(P(C2C=CC=CC=2)[C-]2C=CC=C2)=CC=1.Cl[Pd]Cl.[Fe+2]>[CH3:29][N:27]1[CH:28]=[C:24]([C:21]2[N:20]=[C:19]3[N:15]([CH2:14][C@@H:10]4[CH2:9][N:8]([C:5]5[N:4]=[CH:3][C:2]([C:38]6[CH:53]=[CH:52][C:41]([CH2:42][N:43]7[CH2:48][CH2:47][N:46]([C:49](=[O:51])[CH3:50])[CH2:45][CH2:44]7)=[CH:40][CH:39]=6)=[CH:7][N:6]=5)[CH2:13][CH2:12][O:11]4)[N:16]=[N:17][C:18]3=[N:23][CH:22]=2)[CH:25]=[N:26]1 |f:2.3.4,7.8.9.10|. Procedure details: (S)-4-(5-bromopyrimidin-2-yl)-2-((6-(1-methyl-1H-pyrazol-4-yl)-1H-[1,2,3]triazolo[4,5-b]pyrazin-1-yl)methyl)morpholine (50 mg, 0.11 mmol), 1-(4-(4-(4,4,5,5-tetramethyl-1,3,2-dioxaborolane-2-yl)benzyl)piperazin-1-yl)ethanone (45 mg, 0.13 mmol), Pd(dppf)2Cl2 (4.5 mg, 0.005 mmol), and K2CO3 (45 mg, 0.33 mmol) were dissolved in dioxane (4 ml)+H2O (1 ml), and then degassed with N2 (gas), followed by stirring at 80° C. for 2 hours. After the completion of the reaction, the reaction mixture was extract...